This data is from the Open Reaction Database (ORD), a public repository of structured organic reaction records. The task is: describe an organic reaction: reactants, conditions, products, and yield Starting materials: O=S(=O)(Cl)c1ccc(Br)cc1OC(F)(F)F, CC(C)O, CCN(C(C)C)C(C)C, Cl, CN(C)c1nc(NCc2ccc(CN)cc2)nc2ccccc12. Product: CN(C)c1nc(NCc2ccc(CNS(=O)(=O)c3ccc(Br)cc3OC(F)(F)F)cc2)nc2ccccc12. RXN SMILES: [Br:25][c:26]1[cH:27][c:28]([O:36][C:37]([F:38])([F:39])[F:40])[c:29]([S:32](=[O:33])(=[O:34])[Cl:35])[cH:30][cH:31]1.[CH3:50][CH:51]([OH:52])[CH3:53].[CH:41]([N:42]([CH:43]([CH3:44])[CH3:45])[CH2:46][CH3:47])([CH3:48])[CH3:49].[ClH:1].[NH2:2][CH2:3][c:4]1[cH:5][cH:6][c:7]([CH2:8][NH:9][c:10]2[n:11][c:12]3[cH:13][cH:14][cH:15][cH:16][c:17]3[c:18]([N:20]([CH3:21])[CH3:22])[n:19]2)[cH:23][cH:24]1>>[NH:2]([CH2:3][c:4]1[cH:5][cH:6][c:7]([CH2:8][NH:9][c:10]2[n:11][c:12]3[cH:13][cH:14][cH:15][cH:16][c:17]3[c:18]([N:20]([CH3:21])[CH3:22])[n:19]2)[cH:23][cH:24]1)[S:32]([c:29]1[c:28]([O:36][C:37]([F:38])([F:39])[F:40])[cH:27][c:26]([Br:25])[cH:31][cH:30]1)(=[O:33])=[O:34].